The task is: describe an organic reaction: reactants, conditions, products, and yield. This data is from the Open Reaction Database (ORD), a public repository of structured organic reaction records. Starting materials: C1CCNC1, CO, O=C1Cc2c(Cl)ncnc2N1, O=Cc1nccs1. Product: O=C1Nc2ncnc(Cl)c2C1=Cc1nccs1. Reaction SMILES: [CH2:19]1[CH2:20][NH:21][CH2:22][CH2:23]1.[CH3:24][OH:25].[Cl:1][c:2]1[c:3]2[c:4]([n:5][cH:6][n:7]1)[NH:8][C:9](=[O:11])[CH2:10]2.[s:12]1[c:13]([CH:17]=[O:18])[n:14][cH:15][cH:16]1>>[Cl:1][c:2]1[c:3]2[c:4]([n:5][cH:6][n:7]1)[NH:8][C:9](=[O:11])[C:10]2=[CH:17][c:13]1[s:12][cH:16][cH:15][n:14]1.